Task: describe an organic reaction: reactants, conditions, products, and yield. Dataset: the Open Reaction Database (ORD), a public repository of structured organic reaction records The reactants are (1)-1-(4-methylphenyl)ethanone (6-chloro-2-methylpyrimidin-4-yl)hydrazone, C(=O)(OC(C)(C)C)C1=C(C=CC=C1N)B(O)O ((2-BOC-aminophenyl)boronic acid), [Cl-].CC1=C(C(=CC(=C1)C)C)[N+]1=CN(C=C1)C1=C(C=C(C=C1C)C)C (1,3-bis(2,4,6-trimethylphenyl)imidazolium chloride), C([O-])([O-])=O.[Cs+].[Cs+] (cesium carbonate), white solid, C(C)(C)(C)OC(NC1=C(C=CC=C1)C1=NC(=NC(=C1)NN=C(C)C1=CC=C(C=C1)C)C)=O ([2-(2-Methyl-6-{N′-[1-p-tolyl-ethylidene]-hydrazino}-pyrimidin-4-yl)-phenyl]-carbamic acid tert-butyl ester). The reagents and catalysts are C=1C=CC(=CC1)/C=C/C(=O)/C=C/C2=CC=CC=C2.C=1C=CC(=CC1)/C=C/C(=O)/C=C/C2=CC=CC=C2.C=1C=CC(=CC1)/C=C/C(=O)/C=C/C2=CC=CC=C2.[Pd].[Pd] (tris(dibenzylideneacetone)dipalladium). Run in O1CCOCC1 (1,4-dioxane). The product is CC1=NC(=CC(=N1)C1=C(C=CC=C1)N)NN=C(C)C1=CC=C(C=C1)C (2-(2-Methyl-6-{N′-[1-p-tolyl-ethylidene]-hydrazino}-pyrimidin-4-yl)-phenylamine). RXN SMILES: C(C1C(N)=CC=CC=1B(O)O)(OC(C)(C)C)=O.[Cl-].CC1C=C(C)C=C(C)C=1[N+]1C=CN(C2C(C)=CC(C)=CC=2C)C=1.C(=O)([O-])[O-].[Cs+].[Cs+].C(OC(=O)[NH:54][C:55]1[CH:60]=[CH:59][CH:58]=[CH:57][C:56]=1[C:61]1[CH:66]=[C:65]([NH:67][N:68]=[C:69]([C:71]2[CH:76]=[CH:75][C:74]([CH3:77])=[CH:73][CH:72]=2)[CH3:70])[N:64]=[C:63]([CH3:78])[N:62]=1)(C)(C)C>O1CCOCC1.C1C=CC(/C=C/C(/C=C/C2C=CC=CC=2)=O)=CC=1.C1C=CC(/C=C/C(/C=C/C2C=CC=CC=2)=O)=CC=1.C1C=CC(/C=C/C(/C=C/C2C=CC=CC=2)=O)=CC=1.[Pd].[Pd]>[CH3:78][C:63]1[N:62]=[C:61]([C:56]2[CH:57]=[CH:58][CH:59]=[CH:60][C:55]=2[NH2:54])[CH:66]=[C:65]([NH:67][N:68]=[C:69]([C:71]2[CH:72]=[CH:73][C:74]([CH3:77])=[CH:75][CH:76]=2)[CH3:70])[N:64]=1 |f:1.2,3.4.5,8.9.10.11.12|. Procedure details: The title compound was prepared from (1)-1-(4-methylphenyl)ethanone (6-chloro-2-methylpyrimidin-4-yl)hydrazone (130 mg, 0.47 mmol), (2-BOC-aminophenyl)boronic acid (560 mg, 2.37 mmol), 1,3-bis(2,4,6-trimethylphenyl)imidazolium chloride (23 mg, 0.07 mmol), tris(dibenzylideneacetone)dipalladium (30 mg, 0.03 mmol) and cesium carbonate (925 mg, 2.8 mmol) in 1,4-dioxane (4 mL) by a procedure similar to Example 9, Step 3 yielding 16 mg (10%) of a white solid. HPLC Purity: 95%. (Reaction also yielded 1... Starting materials: aqueous solution, Cl[O-].[K+] (potassium hypochlorite), [OH-].[K+] (potassium hydroxide), ClC1=CC(=C(C=C1F)C(C)=O)F (4'-chloro-2',5'-difluoroacetophenone). The solvent is [Cl-] (chloride). Run at temperature 40 celsius. Yields the product ClC1=CC(=C(C(=O)O)C=C1F)F (4-Chloro-2,5-difluorobenzoic Acid). As a reaction SMILES: Cl[O-:2].[K+].[OH-].[K+].[Cl:6][C:7]1[C:12]([F:13])=[CH:11][C:10]([C:14](=[O:16])C)=[C:9]([F:17])[CH:8]=1>[Cl-]>[Cl:6][C:7]1[C:12]([F:13])=[CH:11][C:10]([C:14]([OH:16])=[O:2])=[C:9]([F:17])[CH:8]=1 |f:0.1,2.3|. Reported procedure: A 3.6 liter aqueous solution containing 500 g (5.5 mole) of potassium hypochlorite and 115 g potassium hydroxide, was taken in a 5 liter, 3-necked round-bottomed flask equipped with a Trubore stirrer, a thermometer, an addition funnel and a water condenser. 228.5 g (1.2 mole) of 4'-chloro-2',5'-difluoroacetophenone was dissolved in 550 ml of chloride and the solution was slowly added to the flask via the addition funnel. The temperature was not allowed to exceed 40° C. After the addition was com... Reactants: C(=C/C=O)\C=O (maleic dialdehyde), S([O-])(O)=O.[Na+] (sodium bisulfite). Product: S([O-])(O)=O.C(CCC)=O.[Na+] (sodium butyraldehyde bisulfite). Reaction SMILES: [CH:1](/[CH:5]=O)=[CH:2]\[CH:3]=[O:4].[S:7](=[O:10])([OH:9])[O-:8].[Na+:11]>>[S:7](=[O:8])([OH:10])[O-:9].[CH:3](=[O:4])[CH2:2][CH2:1][CH3:5].[Na+:11] |f:1.2,3.4.5|. Procedure: maleic dialdehyde bis-sodium bisulfite